Dataset: the Open Reaction Database (ORD), a public repository of structured organic reaction records. Task: describe an organic reaction: reactants, conditions, products, and yield Starting materials: COC(C1=C(C=CC=C1)NC1=CC(=C(C(=C1)C(C)(C)C)O)C(C)(C)C)=O (2-[(3,5-Bis[1,1 -dimethylethyl]-4-hydroxyphenyl)amino]-benzoic acid methyl ester), [H-].[Al+3].[Li+].[H-].[H-].[H-] (lithium aluminum hydride), [Cr](=O)(=O)([O-])Cl.[NH+]1=CC=CC=C1 (pyridinium chlorochromate). Run in C(C)OCC (diethyl ether), CCOCC (ether), C(Cl)Cl (methylene chloride). Conditions: time 12 hour. Product: CC(C)(C)C=1C=C(C=C(C1O)C(C)(C)C)NC1=C(C=O)C=CC=C1 (2-[(3,5-bis[1,1-dimethylethyl]-4-hydroxyphenyl)amino]benzaldehyde). Yield: 99.1%. As a reaction SMILES: C[O:2][C:3](=O)[C:4]1[CH:9]=[CH:8][CH:7]=[CH:6][C:5]=1[NH:10][C:11]1[CH:16]=[C:15]([C:17]([CH3:20])([CH3:19])[CH3:18])[C:14]([OH:21])=[C:13]([C:22]([CH3:25])([CH3:24])[CH3:23])[CH:12]=1.[H-].[Al+3].[Li+].[H-].[H-].[H-].[Cr](Cl)([O-])(=O)=O.[NH+]1C=CC=CC=1>C(OCC)C.C(Cl)Cl>[CH3:25][C:22]([C:13]1[CH:12]=[C:11]([NH:10][C:5]2[CH:6]=[CH:7][CH:8]=[CH:9][C:4]=2[CH:3]=[O:2])[CH:16]=[C:15]([C:17]([CH3:18])([CH3:19])[CH3:20])[C:14]=1[OH:21])([CH3:23])[CH3:24] |f:1.2.3.4.5.6,7.8|. Reported procedure: 2-[(3,5-Bis[1,1 -dimethylethyl]-4-hydroxyphenyl)amino]-benzoic acid methyl ester (1.1 g, 3.1 mmols) is dissolved in 100 mL of diethyl, ether and added to a suspension of lithium aluminum hydride (0.46 g, 12.4 mmols) in 20 mL of diethyl ether at room temperature under an argon atmosphere. After 30 minutes the reaction is quenched with 0.46 mL of water, followed by 0.46 mL of 15% (w/v) aqueous sodium hydroxide and then 1.38 mL of water. The solids are removed by filtration of the reaction mixture ... Reactants: N1(CCCC1)CCOC1=NC=C(C=C1)C1=CC2=C(S1)C=CC=C2 (5-(benzo[b]thiophen-2-yl)pyrid-2-yl 2-(1-pyrrolidinyl)ethyl ether), Cl.N1(CCCC1)CCOC1=CC=C(C(=O)O)C=C1 (4-[2-(1-pyrrolidinyl)-ethoxy]benzoic acid hydrochloride), CO (MeOH), dioxalate. The solvent is C(Cl)(Cl)Cl (CHCl3). The product is C(C(=O)O)(=O)O.C(C(=O)O)(=O)O.N1(CCCC1)CCOC1=CC=C(C=N1)C1=C(C2=C(S1)C=CC=C2)C(=O)C2=CC=C(C=C2)OCCN2CCCC2 (4-[2-(1-Pyrrolidinyl)ethoxy]phenyl 2-[6-[2-(1-Pyrrolidinyl)ethoxy]pyrid-3-yl]benzo[b]-thiophen-3-yl Ketone Dioxalate). Isolated yield 30.0%. As a reaction SMILES: [N:1]1([CH2:6][CH2:7][O:8][C:9]2[CH:14]=[CH:13][C:12]([C:15]3[S:19][C:18]4[CH:20]=[CH:21][CH:22]=[CH:23][C:17]=4[CH:16]=3)=[CH:11][N:10]=2)[CH2:5][CH2:4][CH2:3][CH2:2]1.Cl.[N:25]1([CH2:30][CH2:31][O:32][C:33]2[CH:41]=[CH:40][C:36]([C:37]([OH:39])=[O:38])=[CH:35][CH:34]=2)[CH2:29][CH2:28][CH2:27][CH2:26]1.[CH3:42][OH:43]>C(Cl)(Cl)Cl>[C:37]([OH:39])(=[O:38])[C:42]([OH:8])=[O:43].[C:37]([OH:39])(=[O:38])[C:42]([OH:8])=[O:43].[N:1]1([CH2:6][CH2:7][O:8][C:9]2[N:10]=[CH:11][C:12]([C:15]3[S:19][C:18]4[CH:20]=[CH:21][CH:22]=[CH:23][C:17]=4[C:16]=3[C:37]([C:36]3[CH:35]=[CH:34][C:33]([O:32][CH2:31][CH2:30][N:25]4[CH2:29][CH2:28][CH2:27][CH2:26]4)=[CH:41][CH:40]=3)=[O:38])=[CH:13][CH:14]=2)[CH2:5][CH2:4][CH2:3][CH2:2]1 |f:1.2,5.6.7|. Procedure: By essentially following the procedure detailed in Example 1, Part C, the title compound was prepared from 5-(benzo[b]thiophen-2-yl)pyrid-2-yl 2-(1-pyrrolidinyl)ethyl ether (Part B) and 4-[2-(1-pyrrolidinyl)-ethoxy]benzoic acid hydrochloride in 30% yield as a solid following flash chromatography (SiO2; 5% MeOH in CHCl3). The free base was converted to the dioxalate salt according to the conditions outlined in Example 1, Part C. The reactants are C(#N)[BH3-].[Na+] (sodium cyanoborohydride), C=O (formalin), C1(CC1)N1N=CC2=CC(=CC(=C12)C(C)OCC1(CCN(CC1)C(=O)OC(C)(C)C)C1=CC=C(C=C1)F)C ((±)-tert-Butyl 4-((1-(1-cyclopropyl-5-methyl-1H-indazol-7-yl)ethoxy)methyl)-4-(4-fluorophenyl)piperidine-1-carboxylate). Reagents/catalysts: C(C)(=O)O (acetic acid). Run in FC(C(=O)O)(F)F (trifluoroacetic acid). Reaction conditions: time 1 hour. The product is C1(CC1)N1N=CC2=CC(=CC(=C12)C(C)OCC1(CCN(CC1)C)C1=CC=C(C=C1)F)C ((±)-1-Cyclopropyl-7-(1-((4-(4-fluorophenyl)-1-methylpiperidin-4-yl)methoxy)ethyl)-5-methyl-1H-indazole). As a reaction SMILES: [CH:1]1([N:4]2[C:12]3[C:7](=[CH:8][C:9]([CH3:37])=[CH:10][C:11]=3[CH:13]([O:15][CH2:16][C:17]3([C:30]4[CH:35]=[CH:34][C:33]([F:36])=[CH:32][CH:31]=4)[CH2:22][CH2:21][N:20]([C:23](OC(C)(C)C)=O)[CH2:19][CH2:18]3)[CH3:14])[CH:6]=[N:5]2)[CH2:3][CH2:2]1.C([BH3-])#N.[Na+].C=O>FC(F)(F)C(O)=O.C(O)(=O)C>[CH:1]1([N:4]2[C:12]3[C:7](=[CH:8][C:9]([CH3:37])=[CH:10][C:11]=3[CH:13]([O:15][CH2:16][C:17]3([C:30]4[CH:35]=[CH:34][C:33]([F:36])=[CH:32][CH:31]=4)[CH2:18][CH2:19][N:20]([CH3:23])[CH2:21][CH2:22]3)[CH3:14])[CH:6]=[N:5]2)[CH2:2][CH2:3]1 |f:1.2|. Procedure details: (±)-tert-Butyl 4-((1-(1-cyclopropyl-5-methyl-1H-indazol-7-yl)ethoxy)methyl)-4-(4-fluorophenyl)piperidine-1-carboxylate (10 mg, 0.02 mmol) was dissolved in trifluoroacetic acid (50% in dichloromethane, 1 mL) and stirred at room temperature for 1 h. The reaction was concentrated, loaded onto a strong cation exchange cartridge in methanol, and flushed with several volumes of methanol which were discarded. The crude secondary amine was eluted in 2 M ammonia in methanol and concentrated. The resultin... Reactants: NC(CO)C (2-amino-1-propanol), C(C#C)(=O)OCC (ethyl propiolate). The solvent is CN(C=O)C (dimethylformamide). Run at time 6 hour. Product: OCC(C)NC=CC(=O)OCC (Ethyl 3-[(1-hydroxyprop-2-yl)amino]acrylate). RXN SMILES: [NH2:1][CH:2]([CH3:5])[CH2:3][OH:4].[C:6]([O:10][CH2:11][CH3:12])(=[O:9])[C:7]#[CH:8]>CN(C)C=O>[OH:4][CH2:3][CH:2]([NH:1][CH:8]=[CH:7][C:6]([O:10][CH2:11][CH3:12])=[O:9])[CH3:5]. Procedure details: 3.76 g (50 mmol) of 2-amino-1-propanol (III: R=methyl) was added to 100 ml of dimethylformamide and cooled. To this, 4.91 g (50 mmol) of ethyl propiolate (II, R1 =ethyl) was slowly added dropwise. The reactant mixture was stirred at not more than 5° C. for 6 hours and further stirred at room temperature for 2 hour. Reactants: CC(C)(CO)CO, ClC(Cl)Cl, ClP(Cl)Cl, Cl. Yields the product CC1(C)COP(Cl)OC1. RXN SMILES: [CH2:5]([C:6]([CH2:7][OH:8])([CH3:9])[CH3:10])[OH:11].[CH:13]([Cl:14])([Cl:15])[Cl:16].[Cl:1][P:2]([Cl:3])[Cl:4].[ClH:12]>>[P:2]1([Cl:4])[O:8][CH2:7][C:6]([CH3:9])([CH3:10])[CH2:5][O:11]1. The reactants are CO, C=C(CC(=O)OC)C(=O)OC, N. The product is COC(=O)C1CNC(=O)C1. RXN SMILES: [CH3:13][OH:14].[CH3:1][O:2][C:3]([C:4]([CH2:5][C:6](=[O:7])[O:8][CH3:9])=[CH2:10])=[O:11].[NH3:12]>>[CH3:1][O:2][C:3]([CH:4]1[CH2:5][C:6](=[O:7])[NH:12][CH2:10]1)=[O:11]. The reactants are O=C([O-])[O-], CN(C)C=O, O=C1Nc2cnc(Cl)nc2N(C2CCCC2)CC12CC2, [Cs+], [Cs+], CI. The product is CN1C(=O)C2(CC2)CN(C2CCCC2)c2nc(Cl)ncc21. RXN SMILES: [C:23](=[O:24])([O-:25])[O-:26].[CH3:29][N:30]([CH3:31])[CH:32]=[O:33].[Cl:1][c:2]1[n:3][cH:4][c:5]2[c:6]([n:20]1)[N:7]([CH:15]1[CH2:16][CH2:17][CH2:18][CH2:19]1)[CH2:8][C:9]1([C:10](=[O:12])[NH:11]2)[CH2:13][CH2:14]1.[Cs+:27].[Cs+:28].[I:21][CH3:22]>>[Cl:1][c:2]1[n:3][cH:4][c:5]2[c:6]([n:20]1)[N:7]([CH:15]1[CH2:16][CH2:17][CH2:18][CH2:19]1)[CH2:8][C:9]1([C:10](=[O:12])[N:11]2[CH3:23])[CH2:13][CH2:14]1.